From a dataset of the Open Reaction Database (ORD), a public repository of structured organic reaction records. describe an organic reaction: reactants, conditions, products, and yield RXN SMILES: [Cl:1][C:2]1[N:7]=[C:6]2[N:8]([C:12]3[CH:17]=[CH:16][C:15]4[O:18][CH2:19][O:20][C:14]=4[CH:13]=3)[C:9](=[O:11])[NH:10][C:5]2=[CH:4][CH:3]=1.[OH-].[K+].[CH2:23](Br)[CH:24]=[CH2:25]>CC(C)=O>[CH2:25]([N:10]1[C:5]2[C:6](=[N:7][C:2]([Cl:1])=[CH:3][CH:4]=2)[N:8]([C:12]2[CH:17]=[CH:16][C:15]3[O:18][CH2:19][O:20][C:14]=3[CH:13]=2)[C:9]1=[O:11])[CH:24]=[CH2:23] |f:1.2|. Procedure: To a stirred suspension of 4.6 g. (0.016 mole) of the imidazopyridine product of Step C in 175 ml. of acetone, was added 1.8 g. (0.032 mole) of powdered potassium hydroxide. After stirring at room temperature for 20 minutes, 3.9 g. (0.032 mole) of allylbromide was added. Stirring at room temperature was continued overnight and the mixture then was concentrated to one-half volume. The concentrate was diluted with 150 ml. of water and the crude product was collected by filtration. The crude produc... Yields the product C(C=C)N1C(N(C2=NC(=CC=C21)Cl)C2=CC1=C(C=C2)OCO1)=O (1-Allyl-5-chloro-1,3-dihydro-3-(3,4-methylenedioxyphenyl)imidazo [4,5-b]pyridin-2-one). Reaction conditions: time 20 minute. Run in CC(=O)C (acetone). The reactants are ClC1=CC=C2C(=N1)N(C(N2)=O)C2=CC1=C(C=C2)OCO1 (5-Chloro-1,3-dihydro-3-(3,4-methylenedioxyphenyl) imidazo[4,5-b]-pyridin-2-one), [OH-].[K+] (potassium hydroxide), C(C=C)Br (allylbromide). Starting materials: CS(C)=O, CCCC(Cl)CC(Cl)N=C=N, O=C1CCC(=O)N1O, O=C(O)CCCc1ccc2ccc3cccc4ccc1c2c34. Product: O=C(O)CCCc1c(N2C(=O)CCC2=O)cc2ccc3cccc4ccc1c2c34. Reaction SMILES: [CH3:42][S:43]([CH3:44])=[O:45].[Cl:31][CH:32]([N:33]=[C:34]=[NH:35])[CH2:36][CH:37]([Cl:38])[CH2:39][CH2:40][CH3:41].[OH:23][N:24]1[C:25](=[O:30])[CH2:26][CH2:27][C:28]1=[O:29].[c:1]1([CH2:17][CH2:18][CH2:19][C:20](=[O:21])[OH:22])[cH:2][cH:3][c:4]2[cH:5][cH:6][c:7]3[cH:8][cH:9][cH:10][c:11]4[cH:12][cH:13][c:14]1[c:15]2[c:16]34>>[c:1]1([CH2:17][CH2:18][CH2:19][C:20](=[O:21])[OH:22])[c:2]([N:24]2[C:25](=[O:30])[CH2:26][CH2:27][C:28]2=[O:29])[cH:3][c:4]2[cH:5][cH:6][c:7]3[cH:8][cH:9][cH:10][c:11]4[cH:12][cH:13][c:14]1[c:15]2[c:16]34.